From a dataset of the Open Reaction Database (ORD), a public repository of structured organic reaction records. describe an organic reaction: reactants, conditions, products, and yield Starting materials: N1C=C(C2=CC=CC=C12)C=O (3-indolecarbaldehyde), C(C)(=O)C1=CC=CC=C1 (acetophenone). Yields the product N1C=C(C2=CC=CC=C12)C=CC(=O)C1=CC=CC=C1 (3-(1H-indol-3-yl)-1-phenylprop-2-en-1-one). As a reaction SMILES: [NH:1]1[C:9]2[C:4](=[CH:5][CH:6]=[CH:7][CH:8]=2)[C:3]([CH:10]=O)=[CH:2]1.[C:12]([C:15]1[CH:20]=[CH:19][CH:18]=[CH:17][CH:16]=1)(=[O:14])[CH3:13]>>[NH:1]1[C:9]2[C:4](=[CH:5][CH:6]=[CH:7][CH:8]=2)[C:3]([CH:10]=[CH:13][C:12]([C:15]2[CH:20]=[CH:19][CH:18]=[CH:17][CH:16]=2)=[O:14])=[CH:2]1. Procedure: By a procedure similar to that of example 1.59.1, starting from commercial 3-indolecarbaldehyde and acetophenone, 3-(1H-indol-3-yl)-1-phenylprop-2-en-1-one was obtained as yellow solid. Reactants: BrC=1C=C2C(C(NC2=CC1)=O)=O (5-bromoisatin), CC1=CC(=C(C=C1C)N)N (4,5-dimethyl-o-phenylene diamine). Solvent: C(C)(=O)O (acetic acid). The product is CC=1C=C2N=C3C(=NC2=CC1C)NC=1C=CC(=CC13)Br (2,3-dimethyl-9-bromo-6H-indolo(2,3-b)quinoxaline). As a reaction SMILES: [Br:1][C:2]1[CH:3]=[C:4]2[C:8](=[CH:9][CH:10]=1)[NH:7][C:6](=O)[C:5]2=O.[CH3:13][C:14]1[C:19]([CH3:20])=[CH:18][C:17]([NH2:21])=[C:16]([NH2:22])[CH:15]=1>C(O)(=O)C>[CH3:20][C:19]1[CH:18]=[C:17]2[C:16](=[CH:15][C:14]=1[CH3:13])[N:22]=[C:6]1[NH:7][C:8]3[CH:9]=[CH:10][C:2]([Br:1])=[CH:3][C:4]=3[C:5]1=[N:21]2. Procedure: A mixture of 22.6 g 5-bromoisatin (0.1 mole), 15.0 g 4,5-dimethyl-o-phenylene diamine (0.11 mole) and 400 ml acetic acid is boiled under reflux for 4 hours. After cooling the product is sucked, washed with ethanol and dried. Yield 29 g, 89%. Recrystallisation from pyridine gives needle shaped crystals with melting point 319°-322° C.